This data is from the Open Reaction Database (ORD), a public repository of structured organic reaction records. The task is: describe an organic reaction: reactants, conditions, products, and yield Starting materials: CCOC(C)=O, CCN(C(C)C)C(C)C, ClCCl, Cl, CCS(=O)(=O)N1CCN(c2cnc(N)c(C(=O)O)n2)CC1, NCC(=O)c1ccccc1, CN(C)C=O, O. Product: CCS(=O)(=O)N1CCN(c2cnc(N)c(C(=O)NCC(=O)c3ccccc3)n2)CC1. As a reaction SMILES: [CH3:50][CH2:51][O:52][C:53]([CH3:54])=[O:55].[CH:33]([N:34]([CH2:35][CH3:36])[CH:37]([CH3:38])[CH3:39])([CH3:40])[CH3:41].[Cl:42][CH2:43][Cl:44].[ClH:1].[NH2:12][c:13]1[c:14]([C:30](=[O:31])[OH:32])[n:15][c:16]([N:19]2[CH2:20][CH2:21][N:22]([S:25](=[O:26])(=[O:27])[CH2:28][CH3:29])[CH2:23][CH2:24]2)[cH:17][n:18]1.[NH2:2][CH2:3][C:4](=[O:5])[c:6]1[cH:7][cH:8][cH:9][cH:10][cH:11]1.[O:45]=[CH:46][N:47]([CH3:48])[CH3:49].[OH2:56]>>[NH:2]([CH2:3][C:4](=[O:5])[c:6]1[cH:7][cH:8][cH:9][cH:10][cH:11]1)[C:30]([c:14]1[c:13]([NH2:12])[n:18][cH:17][c:16]([N:19]2[CH2:20][CH2:21][N:22]([S:25](=[O:26])(=[O:27])[CH2:28][CH3:29])[CH2:23][CH2:24]2)[n:15]1)=[O:31]. Reactants: CN(C)C(=[N+](C)C)ON1C2=C(C=CC=C2)N=N1.[B-](F)(F)(F)F (TBTU), solution, ClC1=C(CN)C=CC(=C1NC1=NC=2C(=NC(=C(C2)C(N[C@@H]2CC[C@H](CC2)C(F)(F)F)=O)OCC(F)F)N1)Cl (2,4-dichloro-3-[6-(trans-4-trifluoromethyl-cyclohexylcarbamoyl)-5-(2,2-difluoro-ethoxy)-3H-imidazo[4,5-b]pyridin-2-ylamino]benzylamine), solution, CCN(C(C)C)C(C)C (DIPEA), FC(C(=O)O)(C)C (2-fluoro-2-methylpropionic acid), solution. The solvent is CN(C)C=O (DMF), CN(C)C=O (DMF), CN(C)C=O (DMF). Run at time 3 day. The product is ClC1=C(CNC(C(C)(F)C)=O)C=CC(=C1NC1=NC=2C(=NC(=C(C2)C(N[C@@H]2CC[C@H](CC2)C(F)(F)F)=O)OCC(F)F)N1)Cl (N-{2,4-Dichloro-3-[6-(trans-4-trifluoromethyl-cyclohexylcarbamoyl)-5-(2,2-difluoro-ethoxy)-3H-imidazo[4,5-b]pyridin-2-ylamino]benzyl}-2-methyl-2-fluoro-propionamide). As a reaction SMILES: CN(C(ON1N=NC2C=CC=CC1=2)=[N+](C)C)C.[B-](F)(F)(F)F.[Cl:23][C:24]1[C:31]([NH:32][C:33]2[NH:59][C:36]3=[N:37][C:38]([O:54][CH2:55][CH:56]([F:58])[F:57])=[C:39]([C:41](=[O:53])[NH:42][C@H:43]4[CH2:48][CH2:47][C@H:46]([C:49]([F:52])([F:51])[F:50])[CH2:45][CH2:44]4)[CH:40]=[C:35]3[N:34]=2)=[C:30]([Cl:60])[CH:29]=[CH:28][C:25]=1[CH2:26][NH2:27].CCN(C(C)C)C(C)C.[F:70][C:71]([CH3:76])([CH3:75])[C:72](O)=[O:73]>CN(C=O)C>[Cl:23][C:24]1[C:31]([NH:32][C:33]2[NH:59][C:36]3=[N:37][C:38]([O:54][CH2:55][CH:56]([F:57])[F:58])=[C:39]([C:41](=[O:53])[NH:42][C@H:43]4[CH2:48][CH2:47][C@H:46]([C:49]([F:52])([F:50])[F:51])[CH2:45][CH2:44]4)[CH:40]=[C:35]3[N:34]=2)=[C:30]([Cl:60])[CH:29]=[CH:28][C:25]=1[CH2:26][NH:27][C:72](=[O:73])[C:71]([CH3:76])([F:70])[CH3:75] |f:0.1|. Reported procedure: TBTU (1.0 ml of a 0.11 M solution in DMF) is added to a mixture of 2,4-dichloro-3-[6-(trans-4-trifluoromethyl-cyclohexylcarbamoyl)-5-(2,2-difluoro-ethoxy)-3H-imidazo[4,5-b]pyridin-2-ylamino]benzylamine (1.0 ml of a 0.10 M solution in DMF), DIPEA (52 μl, 0.3 mmol) and 2-fluoro-2-methylpropionic acid (1.0 ml of a 0.13 M solution in DMF) and it is stirred for 3 d and the mixture is purified by prep. HPLC. The reactants are C=C1CC(COCc2ccccc2)C(c2cccc(F)c2)C1, CO. The product is O=C1CC(COCc2ccccc2)C(c2cccc(F)c2)C1. RXN SMILES: [CH2:1]([c:2]1[cH:3][cH:4][cH:5][cH:6][cH:7]1)[O:8][CH2:9][CH:10]1[CH:11]([c:16]2[cH:17][c:18]([F:22])[cH:19][cH:20][cH:21]2)[CH2:12][C:13](=[CH2:15])[CH2:14]1.[CH3:23][OH:24]>>[CH2:1]([c:2]1[cH:3][cH:4][cH:5][cH:6][cH:7]1)[O:8][CH2:9][CH:10]1[CH:11]([c:16]2[cH:17][c:18]([F:22])[cH:19][cH:20][cH:21]2)[CH2:12][C:13](=[O:24])[CH2:14]1. The reactants are CC(C)(C)OC(=O)CCCCCOc1ccc2sc(-c3ccccn3)nc(=O)c2c1, O=C(O)C(F)(F)F. Yields the product O=C(O)CCCCCOc1ccc2sc(-c3ccccn3)nc(=O)c2c1. As a reaction SMILES: [O:1]=[c:2]1[n:3][c:4](-[c:25]2[n:26][cH:27][cH:28][cH:29][cH:30]2)[s:5][c:6]2[c:7]1[cH:8][c:9]([O:12][CH2:13][CH2:14][CH2:15][CH2:16][CH2:17][C:18](=[O:19])[O:20][C:21]([CH3:22])([CH3:23])[CH3:24])[cH:10][cH:11]2.[OH:31][C:32]([C:33]([F:34])([F:35])[F:36])=[O:37]>>[O:1]=[c:2]1[n:3][c:4](-[c:25]2[n:26][cH:27][cH:28][cH:29][cH:30]2)[s:5][c:6]2[c:7]1[cH:8][c:9]([O:12][CH2:13][CH2:14][CH2:15][CH2:16][CH2:17][C:18](=[O:19])[OH:20])[cH:10][cH:11]2.